Dataset: the Open Reaction Database (ORD), a public repository of structured organic reaction records. Task: describe an organic reaction: reactants, conditions, products, and yield The reactants are CC(C)(C)CC1NC(C(=O)Nc2ccn(CC(C)(C)OCC3CO3)n2)C(c2cccc(Cl)c2F)C1(C#N)c1ccc(Cl)cc1F, CC(C)O, ClCCl, [NH4+], [OH-]. As a reaction SMILES: [CH3:1][C:2]([CH2:3][n:4]1[n:5][c:6]([NH:9][C:10](=[O:11])[CH:12]2[NH:13][CH:14]([CH2:35][C:36]([CH3:37])([CH3:38])[CH3:39])[C:15]([C:25]#[N:26])([c:27]3[c:28]([F:34])[cH:29][c:30]([Cl:33])[cH:31][cH:32]3)[CH:16]2[c:17]2[c:18]([F:24])[c:19]([Cl:23])[cH:20][cH:21][cH:22]2)[cH:7][cH:8]1)([CH3:40])[O:41][CH2:42][CH:43]1[O:44][CH2:45]1.[CH:46]([OH:47])([CH3:48])[CH3:49].[Cl:52][CH2:53][Cl:54].[NH4+:50].[OH-:51]>>[CH3:1][C:2]([CH2:3][n:4]1[n:5][c:6]([NH:9][C:10](=[O:11])[CH:12]2[NH:13][CH:14]([CH2:35][C:36]([CH3:37])([CH3:38])[CH3:39])[C:15]([C:25]#[N:26])([c:27]3[c:28]([F:34])[cH:29][c:30]([Cl:33])[cH:31][cH:32]3)[CH:16]2[c:17]2[c:18]([F:24])[c:19]([Cl:23])[cH:20][cH:21][cH:22]2)[cH:7][cH:8]1)([CH3:40])[O:41][CH2:42][CH:43]([OH:44])[CH2:45][NH2:50]. Yields the product CC(C)(C)CC1NC(C(=O)Nc2ccn(CC(C)(C)OCC(O)CN)n2)C(c2cccc(Cl)c2F)C1(C#N)c1ccc(Cl)cc1F. The reactants are N1=C(C=CC2=CC=CC=C12)N1N=C(C(=C1O)C(C)=O)C (1-(1-(quinolin-2-yl)-5-hydroxy-3-methyl-1H-pyrazol-4-yl)-ethanone), COC(=O)C1=CC=C(C(=O)NN)C=C1 (4-methoxycarbonylbenzhydrazide), O.C1(=CC=C(C=C1)S(=O)(=O)O)C (p-toluenesulfonic acid monohydrate). The solvent is C(C)(C)O (isopropyl alcohol). The product is N1=C(C=CC2=CC=CC=C12)N1N=C(C(C1=O)=C(C)NNC(C1=CC=C(C=C1)C(=O)OC)=O)C (4-methoxycarbonylbenzoic N′-(1-(1-(quinolin-2-yl)-3-methyl-5-oxo-1,5-dihydropyrazol-4-ylidene)-ethyl)-hydrazide). The yield is 30.5%. Reaction SMILES: [N:1]1[C:10]2[C:5](=[CH:6][CH:7]=[CH:8][CH:9]=2)[CH:4]=[CH:3][C:2]=1[N:11]1[C:15]([OH:16])=[C:14]([C:17](=O)[CH3:18])[C:13]([CH3:20])=[N:12]1.[CH3:21][O:22][C:23]([C:25]1[CH:34]=[CH:33][C:28]([C:29]([NH:31][NH2:32])=[O:30])=[CH:27][CH:26]=1)=[O:24].O.C1(C)C=CC(S(O)(=O)=O)=CC=1>C(O)(C)C>[N:1]1[C:10]2[C:5](=[CH:6][CH:7]=[CH:8][CH:9]=2)[CH:4]=[CH:3][C:2]=1[N:11]1[C:15](=[O:16])[C:14](=[C:17]([NH:32][NH:31][C:29](=[O:30])[C:28]2[CH:27]=[CH:26][C:25]([C:23]([O:22][CH3:21])=[O:24])=[CH:34][CH:33]=2)[CH3:18])[C:13]([CH3:20])=[N:12]1 |f:2.3|. Procedure details: 2.0 mL of an isopropyl alcohol solution of 28.7 mg (0.11 mmol) of 1-(1-(quinolin-2-yl)-5-hydroxy-3-methyl-1H-pyrazol-4-yl)-ethanone, 20.8 mg (0.11 mmol) of 4-methoxycarbonylbenzhydrazide and 6.1 mg (0.03 mmol) of p-toluenesulfonic acid monohydrate was refluxed with heating for 48 hours. After cooling, the precipitate was collected by filtration and washed with methanol and acetonitrile to obtain 14.9 mg of the desired product as a purple solid (yield 31%). The reactants are [BH4-], CCCCCCn1c(=O)c(C=O)c(OC)c2cc(C)ccc21, CO, [Na+], O. Yields the product CCCCCCn1c(=O)c(CO)c(OC)c2cc(C)ccc21. As a reaction SMILES: [BH4-:23].[CH2:1]([CH2:2][CH2:3][CH2:4][CH2:5][CH3:6])[n:7]1[c:8](=[O:22])[c:9]([CH:20]=[O:21])[c:10]([O:18][CH3:19])[c:11]2[cH:12][c:13]([CH3:17])[cH:14][cH:15][c:16]12.[CH3:25][OH:26].[Na+:24].[OH2:27]>>[CH2:1]([CH2:2][CH2:3][CH2:4][CH2:5][CH3:6])[n:7]1[c:8](=[O:22])[c:9]([CH2:20][OH:21])[c:10]([O:18][CH3:19])[c:11]2[cH:12][c:13]([CH3:17])[cH:14][cH:15][c:16]12. The reactants are Cc1ccc2cc(C(=O)O)ccc2n1, CSc1ccc(N)cc1. Reagents/catalysts: C1CCN(C1)C(=[N+]2CCCC2)ON3C4=CC=CC=C4N=N3.F[P-](F)(F)(F)(F)F (HBPYU). Run in CN(C)C=O (DMF), CN(C)C=O (DMF), CN(C)C=O (DMF), CN(C)C=O (DMF), CN(C)C=O (DMF), CN(C)C=O (DMF). Conditions: temperature 25 celsius, time 2 hour. Yields the product CSc1ccc(NC(=O)c2ccc3nc(C)ccc3c2)cc1. Yield: 21.3%. As a reaction SMILES: CSc1ccc(N)cc1.Cc1ccc2cc(C(=O)O)ccc2n1.C1CCN(C1)C(=[N+]2CCCC2)ON3C4=CC=CC=C4N=N3.F[P-](F)(F)(F)(F)F.CN(C)C=O>>CSc1ccc(NC(=O)c2ccc3nc(C)ccc3c2)cc1. Reactants: ClCCCCN1C2=NC(=NC(=C2N=C1OC)N)N[C@@H](CCC)C (9-(4-chlorobutyl)-N2-[(1R)-1-methylbutyl]-8-(methyloxy)-9H-purine-2,6-diamine), N1CCCCC1 (piperidine). The product is NC1=C2NC(N(C2=NC(=N1)N[C@@H](CCC)C)CCCCN1CCCCC1)=O (6-Amino-2-{[(1R)-1-methylbutyl]amino}-9-[4-(1-piperidinyl)butyl]-7,9-dihydro-8H-purin-8-one). As a reaction SMILES: Cl[CH2:2][CH2:3][CH2:4][CH2:5][N:6]1[C:14]([O:15]C)=[N:13][C:12]2[C:7]1=[N:8][C:9]([NH:18][C@H:19]([CH3:23])[CH2:20][CH2:21][CH3:22])=[N:10][C:11]=2[NH2:17].[NH:24]1[CH2:29][CH2:28][CH2:27][CH2:26][CH2:25]1>>[NH2:17][C:11]1[N:10]=[C:9]([NH:18][C@H:19]([CH3:23])[CH2:20][CH2:21][CH3:22])[N:8]=[C:7]2[C:12]=1[NH:13][C:14](=[O:15])[N:6]2[CH2:5][CH2:4][CH2:3][CH2:2][N:24]1[CH2:29][CH2:28][CH2:27][CH2:26][CH2:25]1. Procedure: Prepared similarly to Example 29 from 9-(4-chlorobutyl)-N2-[(1R)-1-methylbutyl]-8-(methyloxy)-9H-purine-2,6-diamine and piperidine. Reactants: C(=O)=O (dry ice), CN(C=O)C (N,N-dimethylformamide), CC=1OC2=C(C1C)C=CC=C2Br (2,3-dimethyl-7-bromobenzofuran), C(C)(C)(C)[Li] (tert-butyllithium). Solvent: CC(=O)C (acetone), O1CCCC1 (tetrahydrofuran), O (water). Run at time 10 minute. The product is CC=1OC2=C(C1C)C=CC=C2C=O (2,3-dimethyl-7-formylbenzofuran). Yield: 91.0%. RXN SMILES: [CH3:1][C:2]1[O:3][C:4]2[C:11](Br)=[CH:10][CH:9]=[CH:8][C:5]=2[C:6]=1[CH3:7].[C:13](=O)=[O:14].C([Li])(C)(C)C.CN(C)C=O>CC(C)=O.O.O1CCCC1>[CH3:1][C:2]1[O:3][C:4]2[C:11]([CH:13]=[O:14])=[CH:10][CH:9]=[CH:8][C:5]=2[C:6]=1[CH3:7]. Procedure: 17 g (75.6 mmol) of 2,3-dimethyl-7-bromobenzofuran and 250 ml of tetrahydrofuran are introduced under an inert atmosphere into a 1 liter round-bottomed flask. The mixture is cooled to -78° C. by a bath of dry ice in acetone. 60 ml of tert-butyllithium (1.4M in pentane) are added dropwise and the reaction mixture is allowed to stir for 10 minutes. 17.5 ml of N,N-dimethylformamide (227 mmol) are then added dropwise and the reaction mixture is allowed to return to room temperature. 100 ml of water ...